From a dataset of the Open Reaction Database (ORD), a public repository of structured organic reaction records. describe an organic reaction: reactants, conditions, products, and yield Starting materials: COCCOCc1nc2cnc3ccc(OCc4ccccc4)cc3c2n1C, Cc1nc2cnc3cc(OCc4ccccc4)ccc3c2n1CC(C)C, ClCCl, O=C(OO)c1cccc(Cl)c1. Product: COCCOCc1nc2c[n+]([O-])c3ccc(OCc4ccccc4)cc3c2n1C. Reaction SMILES: [CH2:1]([c:2]1[cH:3][cH:4][cH:5][cH:6][cH:7]1)[O:8][c:9]1[cH:10][c:11]2[c:12]3[c:13]([cH:14][n:15][c:16]2[cH:17][cH:18]1)[n:19][c:20]([CH2:23][O:24][CH2:25][CH2:26][O:27][CH3:28])[n:21]3[CH3:22].[CH2:29]([O:36][c:30]1[cH:31][cH:32][c:33]2[c:34]3[n:35]([CH2:37][CH:38]([CH3:39])[CH3:40])[c:41]([CH3:42])[n:43][c:44]3[cH:45][n:46][c:47]2[cH:48]1)[c:49]1[cH:50][cH:51][cH:52][cH:53][cH:54]1.[Cl:66][CH2:67][Cl:68].[OH:55][O:56][C:57]([c:58]1[cH:59][c:60]([Cl:61])[cH:62][cH:63][cH:64]1)=[O:65]>>[CH2:1]([c:2]1[cH:3][cH:4][cH:5][cH:6][cH:7]1)[O:8][c:9]1[cH:10][c:11]2[c:12]3[c:13]([cH:14][n+:15]([O-:36])[c:16]2[cH:17][cH:18]1)[n:19][c:20]([CH2:23][O:24][CH2:25][CH2:26][O:27][CH3:28])[n:21]3[CH3:22]. The reactants are C(C1=CC=CC=C1)OC1=CC=C2C(C(=C(OC2=C1C=O)C1CCN(CC1)C(=O)OCC1=CC=CC=C1)C)=O (benzyl 4-[7-(benzyloxy)-8-formyl-3-methyl-4-oxo-4H-chromen-2-yl]piperidine-1-carboxylate), 4A, C[Si](C(F)(F)F)(C)C (trimethyl(trifluoromethyl)silane), C(C)(=O)OCC (Ethyl acetate). Isolated yield 91.1%. Yields the product C(C1=CC=CC=C1)OC1=CC=C2C(C(=C(OC2=C1C(C(F)(F)F)O)C1CCN(CC1)C(=O)OCC1=CC=CC=C1)C)=O (Benzyl 4-[7-(benzyloxy)-3-methyl-4-oxo-8-(2,2,2-trifluoro-1-hydroxyethyl)-4H-chromen-2-yl]piperidine-1-carboxylate). Reaction conditions: time 3 hour. Procedure details: To a solution of benzyl 4-[7-(benzyloxy)-8-formyl-3-methyl-4-oxo-4H-chromen-2-yl]piperidine-1-carboxylate (378 mg, 0.74 mmol) obtained in Example 36-1 in dimethyl sulfoxide (10 mL), molecular sieves 4A (1.0 g) and trimethyl(trifluoromethyl)silane (1.09 mL, 7.39 mmol) were added, and then the mixture was stirred at room temperature for 3 hours. Ethyl acetate (80 mL) was added to the reaction solution, and insoluble matter was removed by filtration through celite. The filtrate was washed with wate... Run in CS(=O)C (dimethyl sulfoxide). Reaction SMILES: [CH2:1]([O:8][C:9]1[C:18]([CH:19]=[O:20])=[C:17]2[C:12]([C:13](=[O:38])[C:14]([CH3:37])=[C:15]([CH:21]3[CH2:26][CH2:25][N:24]([C:27]([O:29][CH2:30][C:31]4[CH:36]=[CH:35][CH:34]=[CH:33][CH:32]=4)=[O:28])[CH2:23][CH2:22]3)[O:16]2)=[CH:11][CH:10]=1)[C:2]1[CH:7]=[CH:6][CH:5]=[CH:4][CH:3]=1.C[Si](C)(C)[C:41]([F:44])([F:43])[F:42].C(OCC)(=O)C>CS(C)=O>[CH2:1]([O:8][C:9]1[C:18]([CH:19]([OH:20])[C:41]([F:44])([F:43])[F:42])=[C:17]2[C:12]([C:13](=[O:38])[C:14]([CH3:37])=[C:15]([CH:21]3[CH2:26][CH2:25][N:24]([C:27]([O:29][CH2:30][C:31]4[CH:32]=[CH:33][CH:34]=[CH:35][CH:36]=4)=[O:28])[CH2:23][CH2:22]3)[O:16]2)=[CH:11][CH:10]=1)[C:2]1[CH:7]=[CH:6][CH:5]=[CH:4][CH:3]=1. The reactants are N1=CC(=C2N1C=CC=N2)C(=O)N (pyrazolo(1,5-a)pyrimidine-3-carboxamide), N1=CC(=C2N1C=CCN2)C(=O)N (4,5-dihydropyrazolo(1,5-a)pyrimidine-3-carboxamide), COC(N(C)C)OC (N,N-dimethylformamide dimethyl acetal). Product: CN(C)C=NC(=O)C=1C=NN2C1N=CC=C2 (N-((dimethylamino)methylene) pyrazolo(1,5-a)pyrimidine-3-carboxamide), CN(C)C=NC(=O)C=1C=NN2C1NCC=C2 (N-((dimethylamino)methylene)-4,5-dihydropyrazolo(1,5-a)pyrimidine-3-carboxamide). RXN SMILES: [N:1]1[N:5]2[CH:6]=[CH:7][CH:8]=[N:9][C:4]2=[C:3]([C:10]([NH2:12])=[O:11])[CH:2]=1.[N:13]1[N:17]2[CH:18]=[CH:19][CH2:20][NH:21][C:16]2=[C:15]([C:22]([NH2:24])=[O:23])[CH:14]=1.CO[CH:27](OC)[N:28]([CH3:30])[CH3:29]>>[CH3:27][N:28]([CH:30]=[N:12][C:10]([C:3]1[CH:2]=[N:1][N:5]2[CH:6]=[CH:7][CH:8]=[N:9][C:4]=12)=[O:11])[CH3:29].[CH3:27][N:28]([CH:30]=[N:24][C:22]([C:15]1[CH:14]=[N:13][N:17]2[CH:18]=[CH:19][CH2:20][NH:21][C:16]=12)=[O:23])[CH3:29]. Reported procedure: Additional N-((dimethylamino)methylene) pyrazolo(1,5-a)pyrimidine-3-carboxamide and N-((dimethylamino)methylene)-4,5-dihydropyrazolo(1,5-a)pyrimidine-3-carboxamide products are prepared from the corresponding pyrazolo(1,5-a)pyrimidine-3-carboxamide or the 4,5-dihydropyrazolo(1,5-a)pyrimidine-3-carboxamide intermediate compounds by heating with N,N-dimethylformamide dimethyl acetal in the manner described in Examples 20-22 and are listed in Table VIII. Reactants: BrC=1C(=NC(=NC1)Cl)NCC1CC1 ((5-bromo-2-chloro-pyrimidin-4-yl)-cyclopropylmethyl-amine), NC=1C=CC(=NC1)S(=O)(=O)N (5-amino-pyridine-2-sulfonic acid amide), solution, Cl (hydrochloric acid), O (water). The solvent is C(C)#N (acetonitrile), C(C)#N (acetonitrile), O1CCOCC1 (1,4-dioxane). The product is BrC=1C(=NC(=NC1)NC=1C=CC(=NC1)S(=O)(=O)N)NCC1CC1 (5-[5-bromo-4-(cyclopropylmethyl-amino)-pyrimidin-2-ylamino]-pyridine-2-sulfonic acid amide). Reaction SMILES: [Br:1][C:2]1[C:3]([NH:9][CH2:10][CH:11]2[CH2:13][CH2:12]2)=[N:4][C:5](Cl)=[N:6][CH:7]=1.[NH2:14][C:15]1[CH:16]=[CH:17][C:18]([S:21]([NH2:24])(=[O:23])=[O:22])=[N:19][CH:20]=1.Cl.O>C(#N)C.O1CCOCC1>[Br:1][C:2]1[C:3]([NH:9][CH2:10][CH:11]2[CH2:13][CH2:12]2)=[N:4][C:5]([NH:14][C:15]2[CH:16]=[CH:17][C:18]([S:21]([NH2:24])(=[O:23])=[O:22])=[N:19][CH:20]=2)=[N:6][CH:7]=1. Reported procedure: 263 mg (1.0 mmol) of (5-bromo-2-chloro-pyrimidin-4-yl)-cyclopropylmethyl-amine is dissolved in 2 ml of acetonitrile and added to a suspension of 172 mg (1.0 mmol) of 5-amino-pyridine-2-sulfonic acid amide (representation according to W. T. Caldwell, E. C. Kornfeld J. Am. Chem. Soc. 1942, 64, 1695-1698) in 1 ml of acetonitrile, 0.25 ml of a 4 molar solution of hydrochloric acid in 1,4-dioxane as well as 0.25 ml of water. The reaction mixture is stirred under reflux overnight. After cooling, the p... The reactants are CCn1c(=O)c2c(nc(C3CCCC3)n2Cc2ccccc2)n2nc(CBr)nc12, CN(C)C=O, [H-], [Na+], O, Oc1ccccc1. RXN SMILES: [CH2:10]([c:11]1[cH:12][cH:13][cH:14][cH:15][cH:16]1)[n:17]1[c:18]([CH:34]2[CH2:35][CH2:36][CH2:37][CH2:38]2)[n:19][c:20]2[c:21]1[c:22](=[O:33])[n:23]([CH2:31][CH3:32])[c:24]1[n:25]2[n:26][c:27]([CH2:29][Br:30])[n:28]1.[CH3:40][N:41]([CH3:42])[CH:43]=[O:44].[H-:1].[Na+:2].[OH2:39].[OH:3][c:4]1[cH:5][cH:6][cH:7][cH:8][cH:9]1>>[O:3]([c:4]1[cH:5][cH:6][cH:7][cH:8][cH:9]1)[CH2:29][c:27]1[n:26][n:25]2[c:20]3[n:19][c:18]([CH:34]4[CH2:35][CH2:36][CH2:37][CH2:38]4)[n:17]([CH2:10][c:11]4[cH:12][cH:13][cH:14][cH:15][cH:16]4)[c:21]3[c:22](=[O:33])[n:23]([CH2:31][CH3:32])[c:24]2[n:28]1. Yields the product CCn1c(=O)c2c(nc(C3CCCC3)n2Cc2ccccc2)n2nc(COc3ccccc3)nc12. Starting materials: ClC=1C=NC=CC1CO ((3-chloropyridin-4-yl)methanol), P(Br)(Br)Br (phosphorus tribromide). Solvent: C(Cl)(Cl)Cl (chloroform), C(Cl)(Cl)Cl (chloroform). Reaction conditions: time 8 hour. Product: BrCC1=C(C=NC=C1)Cl (4-(bromomethyl)-3-chloropyridine). RXN SMILES: [Cl:1][C:2]1[CH:3]=[N:4][CH:5]=[CH:6][C:7]=1[CH2:8]O.P(Br)(Br)[Br:11]>C(Cl)(Cl)Cl>[Br:11][CH2:8][C:7]1[CH:6]=[CH:5][N:4]=[CH:3][C:2]=1[Cl:1]. Procedure: To a solution of (3-chloropyridin-4-yl)methanol (700 mg, 4.9 mmol) in anhydrous chloroform (15 mL) was added dropwise a solution of phosphorus tribromide (460 μL, 4.9 mmol) in anhydrous chloroform (5 mL) at 0° C. The mixture was stirred for 8 hours at room temperature. The solid was filtered and washed with dichloromethane to afford crude 4-(bromomethyl)-3-chloropyridine, which was used for the next step without further purification; 1H NMR (400 MHz, MeOd4): δ 4.95 (s, 2H), 8.21 (d, J=6.0 Hz, 1H... Starting materials: O=C1c2cccc3c([N+](=O)[O-])c(Br)cc(c23)C(=O)N1OCc1ccccc1, CC1CCCNC1, CN(C)C=O. The product is CC1CCCN(c2c(Br)cc3c4c(cccc24)C(=O)N(OCc2ccccc2)C3=O)C1. RXN SMILES: [CH2:1]([c:2]1[cH:3][cH:4][cH:5][cH:6][cH:7]1)[O:8][N:9]1[C:10](=[O:27])[c:11]2[cH:12][cH:13][cH:14][c:15]3[c:16]2[c:17]([cH:20][c:21]([Br:26])[c:22]3[N+:23]([O-:24])=[O:25])[C:18]1=[O:19].[CH3:28][CH:29]1[CH2:30][NH:31][CH2:32][CH2:33][CH2:34]1.[O:35]=[CH:36][N:37]([CH3:38])[CH3:39]>>[CH2:1]([c:2]1[cH:3][cH:4][cH:5][cH:6][cH:7]1)[O:8][N:9]1[C:10](=[O:27])[c:11]2[cH:12][cH:13][cH:14][c:15]3[c:16]2[c:17]([cH:20][c:21]([Br:26])[c:22]3[N:23]2[CH2:28][CH:29]([CH3:30])[CH2:34][CH2:33][CH2:32]2)[C:18]1=[O:19]. The reactants are CC(C)(C)O, CC(=O)O, O=CC1OC(c2ccc(Cl)c(Cc3ncc(-c4ccco4)s3)c2)C(OCc2ccccc2)C(OCc2ccccc2)C1OCc1ccccc1, CC=C(C)C, [O-][Cl+][O-], [K+], [Na+], O=P([O-])(O)O. Yields the product O=C(O)C1OC(c2ccc(Cl)c(Cc3ncc(-c4ccco4)s3)c2)C(OCc2ccccc2)C(OCc2ccccc2)C1OCc1ccccc1. Reaction SMILES: [C:66]([OH:67])([CH3:68])([CH3:69])[CH3:70].[C:71]([OH:72])(=[O:73])[CH3:74].[CH2:1]([c:2]1[cH:3][cH:4][cH:5][cH:6][cH:7]1)[O:8][CH:9]1[CH:10]([CH:49]=[O:50])[O:11][CH:12]([c:31]2[cH:32][c:33]([CH2:38][c:39]3[s:40][c:41](-[c:44]4[o:45][cH:46][cH:47][cH:48]4)[cH:42][n:43]3)[c:34]([Cl:37])[cH:35][cH:36]2)[CH:13]([O:23][CH2:24][c:25]2[cH:26][cH:27][cH:28][cH:29][cH:30]2)[CH:14]1[O:15][CH2:16][c:17]1[cH:18][cH:19][cH:20][cH:21][cH:22]1.[CH3:51][C:52](=[CH:53][CH3:54])[CH3:55].[Cl+:62]([O-:63])[O-:64].[K+:61].[Na+:65].[P:56](=[O:57])([O-:58])([OH:59])[OH:60]>>[CH2:1]([c:2]1[cH:3][cH:4][cH:5][cH:6][cH:7]1)[O:8][CH:9]1[CH:10]([C:49](=[O:50])[OH:57])[O:11][CH:12]([c:31]2[cH:32][c:33]([CH2:38][c:39]3[s:40][c:41](-[c:44]4[o:45][cH:46][cH:47][cH:48]4)[cH:42][n:43]3)[c:34]([Cl:37])[cH:35][cH:36]2)[CH:13]([O:23][CH2:24][c:25]2[cH:26][cH:27][cH:28][cH:29][cH:30]2)[CH:14]1[O:15][CH2:16][c:17]1[cH:18][cH:19][cH:20][cH:21][cH:22]1. Reactants: C(\C=C\C(=O)O)(=O)O (fumaric acid), C12(CC3CC(CC(C1)C3)C2)CCN2C=NC=C2 (1-[2-(1-Adamantyl)ethyl]imidazole). Solvent: C(C)O (ethanol), C(C)O (ethanol). Reaction conditions: time 0.15 hour. Product: C(\C=C\C(=O)O)(=O)O.C12(CC3CC(CC(C1)C3)C2)CCN2C=NC=C2 (1-[2-(1-adamantyl)ethyl]imidazole hydrogen fumarate). As a reaction SMILES: [C:1]([OH:8])(=[O:7])/[CH:2]=[CH:3]/[C:4]([OH:6])=[O:5].[C:9]12([CH2:19][CH2:20][N:21]3[CH:25]=[CH:24][N:23]=[CH:22]3)[CH2:18][CH:13]3[CH2:14][CH:15]([CH2:17][CH:11]([CH2:12]3)[CH2:10]1)[CH2:16]2>C(O)C>[C:1]([OH:8])(=[O:7])/[CH:2]=[CH:3]/[C:4]([OH:6])=[O:5].[C:9]12([CH2:19][CH2:20][N:21]3[CH:25]=[CH:24][N:23]=[CH:22]3)[CH2:10][CH:11]3[CH2:17][CH:15]([CH2:14][CH:13]([CH2:12]3)[CH2:18]1)[CH2:16]2 |f:3.4|. Reported procedure: A solution of fumaric acid (0.5 g, 4.31 mmol) in boiling ethanol (15 ml) was added to a solution of 1-[2-(1-Adamantyl)ethyl]imidazole (1.0 g, 4.34 mmol) in hot ethanol (10 ml). After boiling for 0.15 h, the mixture was concentrated to afford a white solid. Recrystallisation of the solid from ethyl acetate gave 1-[2-(1-adamantyl)ethyl]imidazole hydrogen fumarate as a colourless solid, m.p. 117°-118°. Reactants: C(=O)C1=C(C=CC=C1)C1=CC=C(C=C1)C(C(=O)NCC(C)C)(C)C (2-(2′-Formylbiphenyl-4-yl)-N-isobutyl-2-methylpropanamide), [BH4-].[Na+] (NaBH4). Run in CO (MeOH), CO (MeOH). Run at temperature 0 celsius, time 4 hour. Product: OCC1=C(C=CC=C1)C1=CC=C(C=C1)C(C(=O)NCC(C)C)(C)C (2-(2′-(hydroxymethyl)biphenyl-4-yl)-N-isobutyl-2-methylpropanamide). Isolated yield 62.0%. As a reaction SMILES: [CH:1]([C:3]1[CH:8]=[CH:7][CH:6]=[CH:5][C:4]=1[C:9]1[CH:14]=[CH:13][C:12]([C:15]([CH3:24])([CH3:23])[C:16]([NH:18][CH2:19][CH:20]([CH3:22])[CH3:21])=[O:17])=[CH:11][CH:10]=1)=[O:2].[BH4-].[Na+]>CO>[OH:2][CH2:1][C:3]1[CH:8]=[CH:7][CH:6]=[CH:5][C:4]=1[C:9]1[CH:14]=[CH:13][C:12]([C:15]([CH3:23])([CH3:24])[C:16]([NH:18][CH2:19][CH:20]([CH3:21])[CH3:22])=[O:17])=[CH:11][CH:10]=1 |f:1.2|. Procedure details: 2-(2′-Formylbiphenyl-4-yl)-N-isobutyl-2-methylpropanamide (example 37) (190 mg, 0.59 mmol) was dissolved in anhydrous MeOH (6 mL) and the mixture was cooled to 0° C. A solution of NaBH4 (45 mg, 1.2 mmol) in anhydrous MeOH (4 mL) was then added to the solution. The mixture was stirred for 4 hrs at room temperature and then evaporated. The residue was dissolved in EtOAc and washed successively with water and brine, dried over MgSO4, filtered and evaporated. The residue was successively purified on...